From a dataset of the Open Reaction Database (ORD), a public repository of structured organic reaction records. describe an organic reaction: reactants, conditions, products, and yield The product is BrCC1=CC=C(C=C1)C1=C(C=CC=C1)CO (4′-bromomethyl-2-hydroxymethylbiphenyl). The reactants are [H-].C(C(C)C)[Al+]CC(C)C (diisobutylaluminium hydride), COC(=O)C=1C(=CC=CC1)C1=CC=C(C=C1)CBr (4′-bromomethylbiphenyl-2-carboxylic acid methyl ester), Cl (hydrochloric acid). Procedure details: To 60.8 ml (0.0735 mol) of diisobutylaluminium hydride in toluene (20 wt % solution) at 0° C. under argon atmosphere 10.8 g (0.0354 mol) of 4′-bromomethylbiphenyl-2-carboxylic acid methyl ester is added dropwise in a period of 30 minutes. Stirring is continued for 2 hours at the temperature between 0° C. and −5° C. Thereafter 300 ml of 1 M hydrochloric acid and 100 ml of toluene are added under stirring, layers are separated and organic layer washed 3 times with 150 ml of water. After drying wit... Run at time 2 hour. As a reaction SMILES: [H-].C([Al+]CC(C)C)C(C)C.C[O:12][C:13]([C:15]1[C:16]([C:21]2[CH:26]=[CH:25][C:24]([CH2:27][Br:28])=[CH:23][CH:22]=2)=[CH:17][CH:18]=[CH:19][CH:20]=1)=O.Cl>C1(C)C=CC=CC=1>[Br:28][CH2:27][C:24]1[CH:23]=[CH:22][C:21]([C:16]2[CH:17]=[CH:18][CH:19]=[CH:20][C:15]=2[CH2:13][OH:12])=[CH:26][CH:25]=1 |f:0.1|. Isolated yield 94.6%. Run in C1(=CC=CC=C1)C (toluene), C1(=CC=CC=C1)C (toluene). Starting materials: COCCN (2-methoxyethylamine), ( 3 ), NC=1C=CC(=C(C#N)C1)N1CCC(CC1)N(CCO)C(=O)OC(C)(C)C (5-Amino-2-[4-[N-tert-butoxycarbonyl-N-(2-hydroxyethyl)amino]piperidin-1-yl]benzonitrile), [N+](=O)([O-])C=1C=CC(=C(C#N)C1)N1CCC(CC1)=O (5-nitro-2-(4-oxopiperidino)benzonitrile). Yields the product NC=1C=CC(=C(C#N)C1)N1CCC(CC1)N(CCOC)C(=O)OC(C)(C)C (5-Amino-2-[4-[N-tert-butoxycarbonyl-N-(2-methoxyethyl)amino]piperidin-1-yl]benzonitrile). RXN SMILES: [NH2:1][C:2]1[CH:3]=[CH:4][C:5]([N:10]2[CH2:15][CH2:14][CH:13]([N:16]([C:20]([O:22][C:23]([CH3:26])([CH3:25])[CH3:24])=[O:21])[CH2:17][CH2:18][OH:19])[CH2:12][CH2:11]2)=[C:6]([CH:9]=1)[C:7]#[N:8].[N+]([C:30]1C=CC(N2CCC(=O)CC2)=C(C=1)C#N)([O-])=O.COCCN>>[NH2:1][C:2]1[CH:3]=[CH:4][C:5]([N:10]2[CH2:15][CH2:14][CH:13]([N:16]([C:20]([O:22][C:23]([CH3:26])([CH3:25])[CH3:24])=[O:21])[CH2:17][CH2:18][O:19][CH3:30])[CH2:12][CH2:11]2)=[C:6]([CH:9]=1)[C:7]#[N:8]. Reported procedure: By the reaction and treatment in the same manner as in Starting Material Synthesis Example 85(2), (3) and (4) using 5-nitro-2-(4-oxopiperidino)benzonitrile and 2-methoxyethylamine, the title compound as obtained. Starting materials: BrC1=CC=C(CC=2N(C=C(N2)C2=C(C=C(C=C2)F)F)C=2C=C(C=CC2)N2CC(NS2(=O)=O)=O)C=C1 (5-{3-[2-(4-Bromo-benzyl)-4-(2,4-difluoro-phenyl)-imidazol-1-yl]-phenyl}-1,2,5-thiadiazolidine-3-one-1,1-dioxide), CC(CCSC=1C=C(C=CC1)B(O)O)(C)C (3-(3,3-dimethyl-butylsulfanyl)phenylboronic acid). Product: FC1=C(C=CC(=C1)F)C=1N=C(N(C1)C=1C=C(C=CC1)N1CC(NS1(=O)=O)=O)CC1=CC=C(C=C1)C1=CC(=CC=C1)SCCC(C)(C)C (5-(3-{4-(2,4-difluoro-phenyl)-2-[3′-(3,3-dimethyl-butylsulfanyl)-biphenyl-4-ylmethyl]-imidazol-1-yl}-phenyl)-1,2,5-thiadiazolidine-3-one-1,1-dioxide). Reaction SMILES: Br[C:2]1[CH:35]=[CH:34][C:5]([CH2:6][C:7]2[N:8]([C:20]3[CH:21]=[C:22]([N:26]4[S:30](=[O:32])(=[O:31])[NH:29][C:28](=[O:33])[CH2:27]4)[CH:23]=[CH:24][CH:25]=3)[CH:9]=[C:10]([C:12]3[CH:17]=[CH:16][C:15]([F:18])=[CH:14][C:13]=3[F:19])[N:11]=2)=[CH:4][CH:3]=1.[CH3:36][C:37]([CH3:51])([CH3:50])[CH2:38][CH2:39][S:40][C:41]1[CH:42]=[C:43](B(O)O)[CH:44]=[CH:45][CH:46]=1>>[F:19][C:13]1[CH:14]=[C:15]([F:18])[CH:16]=[CH:17][C:12]=1[C:10]1[N:11]=[C:7]([CH2:6][C:5]2[CH:4]=[CH:3][C:2]([C:45]3[CH:44]=[CH:43][CH:42]=[C:41]([S:40][CH2:39][CH2:38][C:37]([CH3:51])([CH3:50])[CH3:36])[CH:46]=3)=[CH:35][CH:34]=2)[N:8]([C:20]2[CH:21]=[C:22]([N:26]3[S:30](=[O:31])(=[O:32])[NH:29][C:28](=[O:33])[CH2:27]3)[CH:23]=[CH:24][CH:25]=2)[CH:9]=1. Procedure: 5-{3-[2-(4-Bromo-benzyl)-4-(2,4-difluoro-phenyl)-imidazol-1-yl]-phenyl}-1,2,5-thiadiazolidine-3-one-1,1-dioxide (prepared according to general procedures A, J and C stepwise) (112 mg, 0.2 mmol) was treated as described in general procedure G using 3-(3,3-dimethyl-butylsulfanyl)phenylboronic acid (96 mg, 0.4 mmol, prepared according to general procedure I) to give 5-(3-{4-(2,4-difluoro-phenyl)-2-[3′-(3,3-dimethyl-butylsulfanyl)-biphenyl-4-ylmethyl]-imidazol-1-yl}-phenyl)-1,2,5-thiadiazolidine-3-o... Starting materials: N(=O)[O-].[Na+] (NaNO2), NC=1C(=NC(=CC1NC(CCOC)COC)C)Cl (3-amino-2-chloro-6-methyl-4-N-(1-methoxymethyl-3-methoxypropyl)pyridin-4-amine), C(=O)(O)[O-].[Na+] (NaHCO3). The solvent is O (water), C(C)(=O)O (acetic acid), O (water), C(Cl)Cl (CH2Cl2), C(C)(=O)O (acetic acid). Run at temperature 0 celsius, time 1.5 hour. Yields the product ClC1=NC(=CC2=C1N=NN2[C@@H](CCOC)COC)C ((S)-4-chloro-1-(1-methoxymethyl-3-methoxypropyl)-6-methyl-1H-1,2,3-triazolo[4,5-c]pyridine). As a reaction SMILES: [NH2:1][C:2]1[C:3]([Cl:18])=[N:4][C:5]([CH3:17])=[CH:6][C:7]=1[NH:8][CH:9]([CH2:14][O:15][CH3:16])[CH2:10][CH2:11][O:12][CH3:13].[N:19]([O-])=O.[Na+].C([O-])(O)=O.[Na+]>C(Cl)Cl.C(O)(=O)C.O>[Cl:18][C:3]1[C:2]2[N:1]=[N:19][N:8]([C@H:9]([CH2:14][O:15][CH3:16])[CH2:10][CH2:11][O:12][CH3:13])[C:7]=2[CH:6]=[C:5]([CH3:17])[N:4]=1 |f:1.2,3.4|. Procedure details: 3-amino-2-chloro-6-methyl-4-N-(1-methoxymethyl-3-methoxypropyl)pyridin-4-amine (4.1 g, 14.98 mmol) was dissolved in a mixture of CH2Cl2 (40 mL) and 50% acetic acid (40 mL) and cooled to 0 ° C. in an ice bath. To that a solution of NaNO2 (1.84 g, 26.86 mmol) in water (10 mL) was added dropwise and the reaction was stirred at 0° C. for 30 min and at 25° C. for 1.5 h. Then the acetic acid was neutralized with solid NaHCO3 and water (80 mL) was added. The mixture was extracted with EtOAc (2×100 mL) ... Reactants: CC(C)(C)[Si](C)(C)Cl, C1CCOC1, Fc1ccc2[nH]ccc2c1, [H-], [Na+], O. Yields the product CC(C)(C)[Si](C)(C)n1ccc2cc(F)ccc21. Reaction SMILES: [C:13]([CH3:14])([CH3:15])([CH3:16])[Si:17]([CH3:18])([CH3:19])[Cl:20].[CH2:22]1[O:23][CH2:24][CH2:25][CH2:26]1.[F:1][c:2]1[cH:3][c:4]2[cH:5][cH:6][nH:7][c:8]2[cH:9][cH:10]1.[H-:11].[Na+:12].[OH2:21]>>[F:1][c:2]1[cH:3][c:4]2[cH:5][cH:6][n:7]([Si:17]([C:13]([CH3:14])([CH3:15])[CH3:16])([CH3:18])[CH3:19])[c:8]2[cH:9][cH:10]1. The reactants are O1C=C(C=C1)S(=O)(=O)Cl (3-Furylsulfonyl chloride), N (ammonia). Product: O1C=C(C=C1)S(=O)(=O)N (3-Furylsulfonamide). As a reaction SMILES: [O:1]1[CH:5]=[CH:4][C:3]([S:6](Cl)(=[O:8])=[O:7])=[CH:2]1.[NH3:10]>>[O:1]1[CH:5]=[CH:4][C:3]([S:6]([NH2:10])(=[O:8])=[O:7])=[CH:2]1. Procedure: 3-Furylsulfonyl chloride was treated with ammonia according to the procedure described in Example 46, step 1, to produce the title compound. Starting materials: N1CCOCC1 (morpholine), C([O-])([O-])=O.[K+].[K+] (potassium carbonate), C(CC)=O (Propionaldehyde). Reaction conditions: temperature 40 celsius, time 2 hour. Product: C(=CC)N1CCOCC1 (4-propenyl-morpholine). Isolated yield 77.9%. Reaction SMILES: [NH:1]1[CH2:6][CH2:5][O:4][CH2:3][CH2:2]1.C(=O)([O-])[O-].[K+].[K+].[CH:13](=O)[CH2:14][CH3:15]>>[CH:13]([N:1]1[CH2:6][CH2:5][O:4][CH2:3][CH2:2]1)=[CH:14][CH3:15] |f:1.2.3|. Procedure: A reaction flask was charged with morpholine (938 g, 10.8 mol) and potassium carbonate (K2CO3) (800 g, 5.8 mol) and heated to 40° C. with stirring. Propionaldehyde (500 g, 8.6 mol) was added dropwise while the temperature was kept under 60° C. with a water bath. After the completion of the addition, the reaction mixture was aged for two hours and filtered. The obtained filtrate was further distilled to provide 4-propenyl-morpholine (850 g, 6.7 mol).